Dataset: the Open Reaction Database (ORD), a public repository of structured organic reaction records. Task: describe an organic reaction: reactants, conditions, products, and yield Reactants: N1=CC(=CC=C1)C(C1=C(C=C(C(=C1C)OC)C)OC)O (α-(3-pyridyl)-2,5-dimethoxy-4,6-dimethylbenzyl alcohol), C(C)(=O)OC(C)=O (acetic anhydride). Run in N1=CC=CC=C1 (pyridine). Conditions: temperature 80 celsius, time 1 hour. The product is C(C)(=O)OC(C1=C(C=C(C(=C1C)OC)C)OC)C=1C=NC=CC1 (α-(3-Pyridyl)-2,5-dimethoxy-4,6-dimethylbenzyl acetate). RXN SMILES: [N:1]1[CH:6]=[CH:5][CH:4]=[C:3]([CH:7]([OH:20])[C:8]2[C:13]([CH3:14])=[C:12]([O:15][CH3:16])[C:11]([CH3:17])=[CH:10][C:9]=2[O:18][CH3:19])[CH:2]=1.[C:21](OC(=O)C)(=[O:23])[CH3:22]>N1C=CC=CC=1>[C:21]([O:20][CH:7]([C:3]1[CH:2]=[N:1][CH:6]=[CH:5][CH:4]=1)[C:8]1[C:13]([CH3:14])=[C:12]([O:15][CH3:16])[C:11]([CH3:17])=[CH:10][C:9]=1[O:18][CH3:19])(=[O:23])[CH3:22]. Procedure details: A mixture comprising 3.2 g of α-(3-pyridyl)-2,5-dimethoxy-4,6-dimethylbenzyl alcohol obtained by the method described in any of the Production Examples 1, 2 and 3, 5 ml of pyridine and 5 ml of acetic anhydride was heated and stirred at 80° C. for 1 hour. Then the pyridine and acetic anhydride were distilled off and the residue was purified by silica gel column chromatography. Thus 2.9 g of the title compound was obtained. Reactants: CCN=C=NCCCN(C)C (WSC), N(=[N+]=[N-])C1=CC=C(C(=O)O)C=C1 (4-Azidobenzoic acid), C=1C=CC2=C(C1)N=NN2O (HOBt), C(CCCC)N (n-pentylamine). Run in CN(C)C=O (DMF), C(C)#N (acetonitrile). Run at time 3 hour. Product: N(=[N+]=[N-])C1=CC=C(C(=O)NCCCCC)C=C1 (4-azido-N-pentylbenzamide). Yield: 127.1%. As a reaction SMILES: [N:1]([C:4]1[CH:12]=[CH:11][C:7]([C:8]([OH:10])=O)=[CH:6][CH:5]=1)=[N+:2]=[N-:3].[CH:13]1[CH:14]=[CH:15][C:16]2N(O)N=[N:19][C:17]=2C=1.C(N)CCCC.CCN=C=NCCCN(C)C>C(#N)C.CN(C=O)C>[N:1]([C:4]1[CH:5]=[CH:6][C:7]([C:8]([NH:19][CH2:17][CH2:16][CH2:15][CH2:14][CH3:13])=[O:10])=[CH:11][CH:12]=1)=[N+:2]=[N-:3]. Reported procedure: 4-Azidobenzoic acid (846 mg, 5.08 mmol), HOBt (694 mg, 5.08 mmol, 1.0 eq.) and n-pentylamine (0.783 ml, 6.61 mmol, 1.3 eq.) were dissolved in acetonitrile (6 ml) and DMF (6 ml), WSC (1.19 g, 6.10 mmol, 1.2 eq.) was added, and the mixture was stirred at room temperature for 3 hr. The reaction mixture was concentrated, dissolved in ethyl acetate (50 ml), washed with 5% aqueous sodium hydrogen carbonate solution and saturated brine, dried over anhydrous sodium sulfate, and concentrated at 30° C. or... The reactants are NC1=C(C=NC=2N1N=C(C2)C)C=O (7-amino-2-methylpyrazolo[1,5-a]pyrimidine-6-carbaldehyde), C1(=CC=CC=C1)CC(=O)OC (methy phenylacetate), CC(C)([O-])C.[K+] (potassium tert-butoxide), C1(=CC=CC=C1)C (toluene). The solvent is CN(C)C=O (DMF). Run at temperature 105 celsius, time 30 minute. Yields the product CC1=NN2C(N=CC3=C2NC(C(=C3)C3=CC=CC=C3)=O)=C1 (2-methyl-7-phenylpyrazolo[1,5-a]pyrido[3,2-e]pyrimidin-8(9H)-one). As a reaction SMILES: [NH2:1][C:2]1[N:7]2[N:8]=[C:9]([CH3:11])[CH:10]=[C:6]2[N:5]=[CH:4][C:3]=1[CH:12]=O.[C:14]1([CH2:20][C:21](OC)=[O:22])[CH:19]=[CH:18][CH:17]=[CH:16][CH:15]=1.CC(C)([O-])C.[K+].C1(C)C=CC=CC=1>CN(C=O)C>[CH3:11][C:9]1[CH:10]=[C:6]2[N:5]=[CH:4][C:3]3[CH:12]=[C:20]([C:14]4[CH:19]=[CH:18][CH:17]=[CH:16][CH:15]=4)[C:21](=[O:22])[NH:1][C:2]=3[N:7]2[N:8]=1 |f:2.3|. Procedure details: Into a round bottom flask was added 7-amino-2-methylpyrazolo[1,5-a]pyrimidine-6-carbaldehyde (1-2) (5.30 g, 30 mmol), methy phenylacetate (18.0 g, 120 mmol), potassium tert-butoxide (5.80 g, 60 mmol), and toluene (100 mL). The reaction mixture was heated to 105° C. while stirring under an atmosphere of nitrogen for 30 min. Then DMF (100 mL) was added and the mixture was stirred at 100° C. for 3 days. The reaction mixture was cooled to room temperature and concentrated in vacuo. The resulting res... Starting materials: O=C([O-])O, CO, COC(OC)OC, COc1cccc(C=O)c1, [Na+]. Yields the product COc1cccc(C(OC)OC)c1. RXN SMILES: [C:18](=[O:19])([OH:20])[O-:21].[CH3:23][OH:24].[CH:11]([O:12][CH3:13])([O:14][CH3:15])[O:16][CH3:17].[CH:1]([c:2]1[cH:3][c:4]([O:8][CH3:9])[cH:5][cH:6][cH:7]1)=[O:10].[Na+:22]>>[c:2]1([CH:11]([O:14][CH3:15])[O:16][CH3:17])[cH:3][c:4]([O:8][CH3:9])[cH:5][cH:6][cH:7]1. The reactants are ClC1=CC=C(C=C1)C1=CC(=C(S1)C(=O)O)C=O (5-(4-chlorophenyl)-3-formylthiophene-2-carboxylic acid), O.NN (hydrazine hydrate), C(=O)(O)[O-].[Na+] (NaHCO3), Cl (HCl). Solvent: C(C)O (ethanol). Run at temperature 82 celsius. Product: ClC1=CC=C(C=C1)C1=CC2=C(C(NN=C2)=O)S1 (2-(4-Chlorophenyl)thieno[2,3-d]pyridazin-7(6H)-one). Yield: 72.7%. Reaction SMILES: [Cl:1][C:2]1[CH:7]=[CH:6][C:5]([C:8]2[S:12][C:11]([C:13](O)=[O:14])=[C:10]([CH:16]=O)[CH:9]=2)=[CH:4][CH:3]=1.O.[NH2:19][NH2:20].Cl.C([O-])(O)=O.[Na+]>C(O)C>[Cl:1][C:2]1[CH:7]=[CH:6][C:5]([C:8]2[S:12][C:11]3[C:13](=[O:14])[NH:19][N:20]=[CH:16][C:10]=3[CH:9]=2)=[CH:4][CH:3]=1 |f:1.2,4.5|. Reported procedure: To a stirred solution of 5-(4-chlorophenyl)-3-formylthiophene-2-carboxylic acid (3 g, 0.011 mol) in ethanol (30 ml) was added hydrazine hydrate (0.65 ml, 0.013 mol) in small drops. To this was added conc. HCl (1.8 ml, 0.058 mol) in a dropwise manner and heated to 82° C. for 2 days. The reaction mixture was allowed to cool down and 10% NaHCO3 (5 ml) was added slowly until pH=8. The solid was filtered, washed with water (200 ml) and dried to afford 2.1 g (71%) of the title compound. Rf=0.5 (CHCl3:... The reactants are IC1=C(N=C(N1)C(C)C)C (5-iodo-2-isopropyl-4-methyl-1H-imidazole), C(=O)C1(CCN(CC1)C(=O)OC(C)(C)C)C (tert-butyl 4-formyl-4-methylpiperidine-1-carboxylate). Yields the product IC1=C(N=C(N1)C1(CCN(CC1)C(=O)OC(C)(C)C)C)C (t-Butyl 4-(5-iodo-4-methyl-1H-imidazol-2-yl)-4-methylpiperidine-1-carboxylate). RXN SMILES: [I:1][C:2]1[NH:6]C(C(C)C)=[N:4][C:3]=1[CH3:10].[CH:11]([C:13]1([CH3:26])[CH2:18][CH2:17][N:16]([C:19]([O:21][C:22]([CH3:25])([CH3:24])[CH3:23])=[O:20])[CH2:15][CH2:14]1)=O>>[I:1][C:2]1[NH:6][C:11]([C:13]2([CH3:26])[CH2:18][CH2:17][N:16]([C:19]([O:21][C:22]([CH3:25])([CH3:24])[CH3:23])=[O:20])[CH2:15][CH2:14]2)=[N:4][C:3]=1[CH3:10]. Procedure: The title compound was prepared using standard chemical manipulations and procedures similar to those used for the preparation of compound 159.2, except tert-butyl 4-formyl-4-methylpiperidine-1-carboxylate was used in place of isobutyraldehyde. m/z (ES+) 406 (M+H)+. The reactants are C(C)(C)(C)OC(=O)NC(COC1=NOC2=C1C=C(C=C2)N(C)C)CO (3-(2-tert-butoxycarbonylamino-3-hydroxypropoxy)-5-dimethylamino-1,2-benzoisoxazole), ClC(C(=O)N=C=O)(Cl)Cl (trichloroacetyl isocyanate), O (water). Run in C(Cl)Cl (methylene chloride). The product is C(N)(=O)OCC(COC1=NOC2=C1C=C(C=C2)N(C)C)NC(=O)OC(C)(C)C (3-(3-carbamoyloxy-2-tert-butoxycarbonylaminopropoxy)-5-dimethylamino-1,2-benzoisoxazole). RXN SMILES: [C:1]([O:5][C:6]([NH:8][CH:9]([CH2:24][OH:25])[CH2:10][O:11][C:12]1[C:16]2[CH:17]=[C:18]([N:21]([CH3:23])[CH3:22])[CH:19]=[CH:20][C:15]=2[O:14][N:13]=1)=[O:7])([CH3:4])([CH3:3])[CH3:2].ClC(Cl)(Cl)[C:28]([N:30]=C=O)=[O:29].O>C(Cl)Cl>[C:28]([O:25][CH2:24][CH:9]([NH:8][C:6]([O:5][C:1]([CH3:4])([CH3:3])[CH3:2])=[O:7])[CH2:10][O:11][C:12]1[C:16]2[CH:17]=[C:18]([N:21]([CH3:22])[CH3:23])[CH:19]=[CH:20][C:15]=2[O:14][N:13]=1)(=[O:29])[NH2:30]. Procedure details: To a solution of 0.58 g of 3-(2-tert-butoxycarbonylamino-3-hydroxypropoxy)-5-dimethylamino-1,2-benzoisoxazole in 12 ml of methylene chloride is added 0.26 g of trichloroacetyl isocyanate at -35° to -30° C., and the temperature is elevated to 0° C., after which they are subjected to reaction at the same temperature for one hour. To the reaction mixture is added 10 ml of water, and they are subjected to reaction at 20°-25° C. for one hour, after which the organic layer is separated. The separated ... Reactants: C(C)N(C=1C=C(C=C(C1C)C(=O)OC)C#CC1CCN(CC1)C(=O)OC(C)(C)C)C1CCOCC1 (tert-butyl 4-((3-(ethyl(tetrahydro-2H-pyran-4-yl)amino)-5-(methoxycarbonyl)-4-methylphenyl)ethynyl)piperidine-1-carboxylate), [OH-].[Na+] (sodium hydroxide). Run in C(C)O (ethanol), O (water). Reaction conditions: temperature 60 celsius. The product is C(C)(C)(C)OC(=O)N1CCC(CC1)C#CC=1C=C(C(=C(C(=O)O)C1)C)N(C1CCOCC1)CC (5-((1-(tert-Butoxycarbonyl)piperidin-4-yl)ethynyl)-3-(ethyl(tetrahydro-2H-pyran-4-yl)amino)-2-methylbenzoic acid). Yield: 98.7%. Reaction SMILES: [CH2:1]([N:3]([CH:30]1[CH2:35][CH2:34][O:33][CH2:32][CH2:31]1)[C:4]1[CH:5]=[C:6]([C:15]#[C:16][CH:17]2[CH2:22][CH2:21][N:20]([C:23]([O:25][C:26]([CH3:29])([CH3:28])[CH3:27])=[O:24])[CH2:19][CH2:18]2)[CH:7]=[C:8]([C:11]([O:13]C)=[O:12])[C:9]=1[CH3:10])[CH3:2].[OH-].[Na+]>C(O)C.O>[C:26]([O:25][C:23]([N:20]1[CH2:21][CH2:22][CH:17]([C:16]#[C:15][C:6]2[CH:5]=[C:4]([N:3]([CH2:1][CH3:2])[CH:30]3[CH2:35][CH2:34][O:33][CH2:32][CH2:31]3)[C:9]([CH3:10])=[C:8]([CH:7]=2)[C:11]([OH:13])=[O:12])[CH2:18][CH2:19]1)=[O:24])([CH3:28])([CH3:29])[CH3:27] |f:1.2|. Procedure: To a solution of tert-butyl 4-((3-(ethyl(tetrahydro-2H-pyran-4-yl)amino)-5-(methoxycarbonyl)-4-methylphenyl)ethynyl)piperidine-1-carboxylate (2.4 g, 4.95 mmol) in ethanol (20.0 mL) was added a solution of sodium hydroxide (0.565 g, 14.1 mmol) in water (3.0 ml) at rt. The reaction mixture was heated at 60° C. for 6 h. The reaction was quenched with 1M HCl (5 mL) and then excess citric acid solution to adjust to the pH to 5. The mixture was concentrated to remove EtOH and the remaining aqueous pha...